From a dataset of the Open Reaction Database (ORD), a public repository of structured organic reaction records. describe an organic reaction: reactants, conditions, products, and yield The reactants are CC(=O)Nc1c(C)cc2c(nc3n2CCC3CC(=O)[O-])c1[N+](=O)[O-], CO, [K+], [K+], O=C([O-])[O-]. The product is CC(=O)Nc1c(C)cc2c(nc3n2CCC3O)c1[N+](=O)[O-]. As a reaction SMILES: [C:1]([CH3:2])(=[O:3])[NH:4][c:5]1[c:6]([N+:22](=[O:23])[O-:24])[c:7]2[c:8]([n:9]3[c:10]([n:11]2)[CH:12]([CH2:15][C:16]([O-:17])=[O:18])[CH2:13][CH2:14]3)[cH:19][c:20]1[CH3:21].[CH3:31][OH:32].[K+:25].[K+:26].[O-:27][C:28]([O-:29])=[O:30]>>[C:1]([CH3:2])(=[O:3])[NH:4][c:5]1[c:6]([N+:22](=[O:23])[O-:24])[c:7]2[c:8]([n:9]3[c:10]([n:11]2)[CH:12]([OH:27])[CH2:13][CH2:14]3)[cH:19][c:20]1[CH3:21]. The reactants are NC=1C=CC(=C(C1)[C@]1(N=C(OCC1(F)F)N)C)F ((R)-4-(5-amino-2-fluoro-phenyl)-5,5-difluoro-4-methyl-5,6-dihydro-4H-[1,3]oxazin-2-ylamine), O1C(=CC=C1)C(=O)O (furan-2-carboxylic acid). Yields the product NC=1OCC([C@@](N1)(C)C=1C=C(C=CC1F)NC(=O)C=1OC=CC1)(F)F (Furan-2-carboxylic acid [3-((R)-2-amino-5,5-difluoro-4-methyl-5,6-dihydro-4H-[1,3]oxazin-4-yl)-4-fluoro-phenyl]-amide). Reaction SMILES: [NH2:1][C:2]1[CH:3]=[CH:4][C:5]([F:18])=[C:6]([C@:8]2([CH3:17])[C:13]([F:15])([F:14])[CH2:12][O:11][C:10]([NH2:16])=[N:9]2)[CH:7]=1.[O:19]1[CH:23]=[CH:22][CH:21]=[C:20]1[C:24](O)=[O:25]>>[NH2:16][C:10]1[O:11][CH2:12][C:13]([F:14])([F:15])[C@:8]([C:6]2[CH:7]=[C:2]([NH:1][C:24]([C:20]3[O:19][CH:23]=[CH:22][CH:21]=3)=[O:25])[CH:3]=[CH:4][C:5]=2[F:18])([CH3:17])[N:9]=1. Procedure: The condensation of (R)-4-(5-amino-2-fluoro-phenyl)-5,5-difluoro-4-methyl-5,6-dihydro-4H-[1,3]oxazin-2-ylamine (intermediate XI-1) and furan-2-carboxylic acid following procedure I yielded the title compound after purification by preparative HPLC. MS (ISP): m/z=354.4 [M+H]+. Isolated yield 21.2%. Procedure: The Schiffs' base (1.34 g, 7.0 mmol), derived from alanine methyl ester andbenzaldehyde was dissolved in THF (25 mL), and cooled to -76° C. To this was added a solution of LDA (11.6 mL of 10% in n-hexane) in THF (15 mL). After stirring for 30 minutes this solution was treated with 3-(methylsulfonylmethyl)-9-methylsulfonyl-β-carboline (25 Ml in THF) from Step 2, warmed to room temperature and stirred over night. The brown suspension was evaporated in vacuum, the residue dissolved in ethyl acetate... Conditions: temperature -76 celsius, time 30 minute. Yields the product COC([C@@](N)(C)C=1N=CC=2N(C3=CC=CC=C3C2C1)S(=O)(=O)C)=O (2-[9-(methylsulfonyl)-β-carbolin-3-yl]-alanine methyl ester). As a reaction SMILES: [CH3:1][O:2][C:3](=[O:7])[C@H:4]([CH3:6])[NH2:5].[Li+].CC([N-]C(C)C)C.CS(C[C:21]1[N:22]=[CH:23][C:24]2[N:25]([S:34]([CH3:37])(=[O:36])=[O:35])[C:26]3[C:31]([C:32]=2[CH:33]=1)=[CH:30][CH:29]=[CH:28][CH:27]=3)(=O)=O>C1COCC1>[CH3:1][O:2][C:3](=[O:7])[C@:4]([C:21]1[N:22]=[CH:23][C:24]2[N:25]([S:34]([CH3:37])(=[O:35])=[O:36])[C:26]3[C:31]([C:32]=2[CH:33]=1)=[CH:30][CH:29]=[CH:28][CH:27]=3)([CH3:6])[NH2:5] |f:1.2|. The reactants are base, [Li+].CC(C)[N-]C(C)C (LDA), CS(=O)(=O)CC=1N=CC=2N(C3=CC=CC=C3C2C1)S(=O)(=O)C (3-(methylsulfonylmethyl)-9-methylsulfonyl-β-carboline), COC([C@@H](N)C)=O (alanine methyl ester). Solvent: C1CCOC1 (THF), C1CCOC1 (THF). Conditions: time 2 hour. RXN SMILES: [C:1]1([C:7]2[N:8]=[C:9]3[C:15]4[CH:16]=[CH:17][CH:18]=[CH:19][C:14]=4[NH:13][C:12]4[N:20]=[CH:21][CH:22]=[CH:23][C:11]=4[N:10]3[C:24]=2[C:25]2[CH:39]=[CH:38][C:28]([CH2:29][NH:30]C(=O)OC(C)(C)C)=[CH:27][CH:26]=2)[CH:6]=[CH:5][CH:4]=[CH:3][CH:2]=1.[ClH:40]>ClCCl.O1CCOCC1.CCOCC>[ClH:40].[C:1]1([C:7]2[N:8]=[C:9]3[C:15]4[CH:16]=[CH:17][CH:18]=[CH:19][C:14]=4[NH:13][C:12]4[N:20]=[CH:21][CH:22]=[CH:23][C:11]=4[N:10]3[C:24]=2[C:25]2[CH:26]=[CH:27][C:28]([CH2:29][NH2:30])=[CH:38][CH:39]=2)[CH:2]=[CH:3][CH:4]=[CH:5][CH:6]=1 |f:5.6|. Reported procedure: To a solution of tert-butyl 4-(2-phenyl-9H-benzo[f]imidazo[1,2-d]pyrido[2,3-b][1,4]diazepin-3-yl)benzylcarbamate (0.100 g) in dichloromethane (4 mL) was added 4.0 M HCl in dioxane (1 mL). The reaction was stirred at room temperature for 2 hours and then diluted with ether (20 mL). The product was removed by filtration under reduced pressure and dried to give (4-(2-phenyl-9H-benzo[f]imidazo[1,2-d]pyrido[2,3-b][1,4]diazepin-3-yl)phenyl)methanamine hydrochloride as a bright yellow solid (0.085 g, 8... Starting materials: C1(=CC=CC=C1)C=1N=C2N(C3=C(NC4=C2C=CC=C4)N=CC=C3)C1C1=CC=C(CNC(OC(C)(C)C)=O)C=C1 (tert-butyl 4-(2-phenyl-9H-benzo[f]imidazo[1,2-d]pyrido[2,3-b][1,4]diazepin-3-yl)benzylcarbamate), Cl (HCl). Solvent: ClCCl (dichloromethane), O1CCOCC1 (dioxane), CCOCC (ether). Product: Cl.C1(=CC=CC=C1)C=1N=C2N(C3=C(NC4=C2C=CC=C4)N=CC=C3)C1C1=CC=C(C=C1)CN ((4-(2-phenyl-9H-benzo[f]imidazo[1,2-d]pyrido[2,3-b][1,4]diazepin-3-yl)phenyl)methanamine hydrochloride). The reactants are CC#N, ClCCl, N#C[Cu], Nc1nnc(N2CCC(Oc3ccccc3C(F)(F)F)CC2)s1, O. The product is N#Cc1nnc(N2CCC(Oc3ccccc3C(F)(F)F)CC2)s1. RXN SMILES: [CH3:31][C:32]#[N:33].[Cl:28][CH2:29][Cl:30].[Cu:24][C:25]#[N:26].[F:1][C:2]([c:3]1[c:4]([O:5][CH:6]2[CH2:7][CH2:8][N:9]([c:12]3[n:13][n:14][c:15]([NH2:17])[s:16]3)[CH2:10][CH2:11]2)[cH:18][cH:19][cH:20][cH:21]1)([F:22])[F:23].[OH2:27]>>[F:1][C:2]([c:3]1[c:4]([O:5][CH:6]2[CH2:7][CH2:8][N:9]([c:12]3[n:13][n:14][c:15]([C:25]#[N:26])[s:16]3)[CH2:10][CH2:11]2)[cH:18][cH:19][cH:20][cH:21]1)([F:22])[F:23]. The reactants are CN(C)Cc1ccc(CSCCN)o1, CC#N, O=[N+]([O-])CC(Oc1ccccc1)(Oc1ccccc1)Oc1ccccc1. Yields the product CN(C)Cc1ccc(CSCCNC(=C[N+](=O)[O-])Oc2ccccc2)o1. RXN SMILES: [CH3:1][N:2]([CH3:3])[CH2:4][c:5]1[cH:6][cH:7][c:8]([CH2:10][S:11][CH2:12][CH2:13][NH2:14])[o:9]1.[CH3:41][C:42]#[N:43].[O:15]([c:16]1[cH:17][cH:18][cH:19][cH:20][cH:21]1)[C:22]([CH2:23][N+:24](=[O:25])[O-:26])([O:27][c:28]1[cH:29][cH:30][cH:31][cH:32][cH:33]1)[O:34][c:35]1[cH:36][cH:37][cH:38][cH:39][cH:40]1>>[CH3:1][N:2]([CH3:3])[CH2:4][c:5]1[cH:6][cH:7][c:8]([CH2:10][S:11][CH2:12][CH2:13][NH:14][C:22]([O:15][c:16]2[cH:17][cH:18][cH:19][cH:20][cH:21]2)=[CH:23][N+:24](=[O:25])[O-:26])[o:9]1. Reactants: FC(F)(F)c1nnc2ccc(N3CCNCC3)nn12, O=Cc1cccs1. The product is FC(F)(F)c1nnc2ccc(N3CCN(Cc4cccs4)CC3)nn12. Reaction SMILES: [N:1]1([c:7]2[cH:8][cH:9][c:10]3[n:11]([n:12]2)[c:13]([C:16]([F:17])([F:18])[F:19])[n:14][n:15]3)[CH2:2][CH2:3][NH:4][CH2:5][CH2:6]1.[s:20]1[c:21]([CH:25]=[O:26])[cH:22][cH:23][cH:24]1>>[N:1]1([c:7]2[cH:8][cH:9][c:10]3[n:11]([n:12]2)[c:13]([C:16]([F:17])([F:18])[F:19])[n:14][n:15]3)[CH2:2][CH2:3][N:4]([CH2:25][c:21]2[s:20][cH:24][cH:23][cH:22]2)[CH2:5][CH2:6]1.